Task: describe an organic reaction: reactants, conditions, products, and yield. Dataset: the Open Reaction Database (ORD), a public repository of structured organic reaction records Starting materials: CS(=O)(=O)O, CCO, Cc1ccnc2c1C(=NNC(=N)N)CC(c1cc(Cl)sc1Cl)C2. Yields the product CS(=O)(=O)O, Cc1ccnc2c1C(=NNC(=N)N)CC(c1cc(Cl)sc1Cl)C2. Reaction SMILES: [CH3:24][S:25]([OH:26])(=[O:27])=[O:28].[CH3:29][CH2:30][OH:31].[Cl:1][c:2]1[s:3][c:4]([Cl:23])[cH:5][c:6]1[CH:7]1[CH2:8][C:9](=[N:18][NH:19][C:20](=[NH:21])[NH2:22])[c:10]2[c:11]([CH3:17])[cH:12][cH:13][n:14][c:15]2[CH2:16]1>>[CH3:24][S:25](=[O:26])(=[O:27])[OH:28].[Cl:1][c:2]1[s:3][c:4]([Cl:23])[cH:5][c:6]1[CH:7]1[CH2:8][C:9](=[N:18][NH:19][C:20](=[NH:21])[NH2:22])[c:10]2[c:11]([CH3:17])[cH:12][cH:13][n:14][c:15]2[CH2:16]1. The reactants are COC(=O)c1ccc(CC(C=Cc2ccccc2O)CCc2ccc(C#N)cc2)cc1, CC(C)(C)c1ccc(CBr)cc1, O=C([O-])[O-], CC#N, [K+], [K+]. Product: COC(=O)c1ccc(CC(C=Cc2ccccc2OCc2ccc(C(C)(C)C)cc2)CCc2ccc(C#N)cc2)cc1. Reaction SMILES: [C:1](#[N:2])[c:3]1[cH:4][cH:5][c:6]([CH2:9][CH2:10][CH:11]([CH2:12][c:13]2[cH:14][cH:15][c:16]([C:17](=[O:18])[O:19][CH3:20])[cH:21][cH:22]2)[CH:23]=[CH:24][c:25]2[c:26]([OH:31])[cH:27][cH:28][cH:29][cH:30]2)[cH:7][cH:8]1.[C:32]([CH3:33])([CH3:34])([CH3:35])[c:36]1[cH:37][cH:38][c:39]([CH2:40][Br:41])[cH:42][cH:43]1.[C:44](=[O:45])([O-:46])[O-:47].[CH3:50][C:51]#[N:52].[K+:48].[K+:49]>>[C:1](#[N:2])[c:3]1[cH:4][cH:5][c:6]([CH2:9][CH2:10][CH:11]([CH2:12][c:13]2[cH:14][cH:15][c:16]([C:17](=[O:18])[O:19][CH3:20])[cH:21][cH:22]2)[CH:23]=[CH:24][c:25]2[c:26]([O:31][CH2:40][c:39]3[cH:38][cH:37][c:36]([C:32]([CH3:33])([CH3:34])[CH3:35])[cH:43][cH:42]3)[cH:27][cH:28][cH:29][cH:30]2)[cH:7][cH:8]1. The reactants are CC1(OB(OC1(C)C)C=1C=C2C=CC(=CC2=CC1)C1=CN=C(N1)[C@H]1N(CCC1)C(=O)OC(C)(C)C)C ((S)-tert-butyl 2-(5-(6-(4,4,5,5-tetramethyl-1,3,2-dioxaborolan-2-yl)naphthalen-2-yl)-1H-imidazol-2-yl)pyrrolidine-1-carboxylate), BrC=1C=C2CCC3=C(NC(=N3)[C@H]3N(CCC3)C(=O)OC(C)(C)C)C2=CC1 ((S)-tert-butyl 2-(7-bromo-4,5-dihydro-1H-naphtho[1,2-d]imidazol-2-yl)pyrrolidine-1-carboxylate), C([O-])(O)=O.[Na+] (sodium bicarbonate). The reagents and catalysts are C=1C=CC(=CC1)[P](C=2C=CC=CC2)(C=3C=CC=CC3)[Pd]([P](C=4C=CC=CC4)(C=5C=CC=CC5)C=6C=CC=CC6)([P](C=7C=CC=CC7)(C=8C=CC=CC8)C=9C=CC=CC9)[P](C=1C=CC=CC1)(C=1C=CC=CC1)C=1C=CC=CC1 (Pd(Ph3P)4). Run in COCCOC (DME), O (water). Reaction conditions: temperature 80 celsius. The product is C(C)(C)(C)OC(=O)N1[C@@H](CCC1)C=1NC(=CN1)C=1C=C2C=CC(=CC2=CC1)C=1C=C2CCC3=C(NC(=N3)[C@H]3N(CCC3)C(=O)OC(C)(C)C)C2=CC1 ((S)-tert-butyl 2-(7-(6-(2-((S)-1-(tert-butoxycarbonyl)pyrrolidin-2-yl)-1H-imidazol-5-yl)naphthalen-2-yl)-4,5-dihydro-1H-naphtho[1,2-d]imidazol-2-yl)pyrrolidine-1-carboxylate). The yield is 31.8%. RXN SMILES: CC1(C)C(C)(C)OB([C:9]2[CH:10]=[C:11]3[C:16](=[CH:17][CH:18]=2)[CH:15]=[C:14]([C:19]2[NH:23][C:22]([C@@H:24]4[CH2:28][CH2:27][CH2:26][N:25]4[C:29]([O:31][C:32]([CH3:35])([CH3:34])[CH3:33])=[O:30])=[N:21][CH:20]=2)[CH:13]=[CH:12]3)O1.Br[C:38]1[CH:39]=[C:40]2[C:60](=[CH:61][CH:62]=1)[C:44]1[NH:45][C:46]([C@@H:48]3[CH2:52][CH2:51][CH2:50][N:49]3[C:53]([O:55][C:56]([CH3:59])([CH3:58])[CH3:57])=[O:54])=[N:47][C:43]=1[CH2:42][CH2:41]2.C(=O)(O)[O-].[Na+]>COCCOC.O.C1C=CC([P]([Pd]([P](C2C=CC=CC=2)(C2C=CC=CC=2)C2C=CC=CC=2)([P](C2C=CC=CC=2)(C2C=CC=CC=2)C2C=CC=CC=2)[P](C2C=CC=CC=2)(C2C=CC=CC=2)C2C=CC=CC=2)(C2C=CC=CC=2)C2C=CC=CC=2)=CC=1>[C:32]([O:31][C:29]([N:25]1[CH2:26][CH2:27][CH2:28][C@H:24]1[C:22]1[NH:23][C:19]([C:14]2[CH:15]=[C:16]3[C:11](=[CH:12][CH:13]=2)[CH:10]=[C:9]([C:38]2[CH:39]=[C:40]4[C:60](=[CH:61][CH:62]=2)[C:44]2[NH:45][C:46]([C@@H:48]5[CH2:52][CH2:51][CH2:50][N:49]5[C:53]([O:55][C:56]([CH3:58])([CH3:57])[CH3:59])=[O:54])=[N:47][C:43]=2[CH2:42][CH2:41]4)[CH:18]=[CH:17]3)=[CH:20][N:21]=1)=[O:30])([CH3:35])([CH3:33])[CH3:34] |f:2.3,^1:78,80,99,118|. Reported procedure: A solution of (S)-tert-butyl 2-(5-(6-(4,4,5,5-tetramethyl-1,3,2-dioxaborolan-2-yl)naphthalen-2-yl)-1H-imidazol-2-yl)pyrrolidine-1-carboxylate (402 mg, 0.821 mmol), (S)-tert-butyl 2-(7-bromo-4,5-dihydro-1H-naphtho[1,2-d]imidazol-2-yl)pyrrolidine-1-carboxylate (344 mg, 0.821 mmol) and sodium bicarbonate (207 mg, 2.46 mmol) in DME (14 mL) and water (1.8 mL) was degassed under vacuum for 10 min. The mixture was heated at 80° C. at which time the flask was opened and Pd(Ph3P)4 (76 mg, 0.066 mmol) was... The reactants are CCOCCO (ethyl cellosolve), 3,4-epoxybutyl methacrylate⟦,9⟧, C(C(=C)C)(=O)OC (methyl methacrylate), C(C(=C)C)(=O)OCCO (hydroxyethyl methacrylate), CC(C)(C#N)N=NC(C)(C)C#N (AIBN). Yields the product C(C(=C)C)(=O)OCCC1CO1 (3,4-epoxybutyl methacrylate), C(C(=C)C)(=O)OC (methyl methacrylate), C(C(=C)C)(=O)OCCO (hydroxyethyl methacrylate). Procedure: To 140 g of ethyl cellosolve were added 42 g of 3,4-epoxybutyl methacrylate⟦,9⟧, 9 g of methyl methacrylate, 9 g of hydroxyethyl methacrylate and 0.3 g of AIBN. The mixture was gently stirred and heated up to 90° C. During this treatment, nitrogen was continuously blown into the reaction system for more than about four hours. Consequently obtained was a light yellow solution measuring approximately 80 CPS in viscosity (molecular weight about 18,000). Thus a copolymer of 3,4-epoxybutyl methacryla... Conditions: temperature 90 celsius. As a reaction SMILES: C[CH2:2][O:3][CH2:4][CH2:5]O.[C:7]([O:12][CH3:13])(=[O:11])[C:8]([CH3:10])=[CH2:9].[C:14]([O:19][CH2:20][CH2:21][OH:22])(=[O:18])[C:15]([CH3:17])=[CH2:16].CC(N=NC(C#N)(C)C)(C#N)C>>[C:7]([O:12][CH2:13][CH2:5][CH:4]1[O:3][CH2:2]1)(=[O:11])[C:8]([CH3:10])=[CH2:9].[C:14]([O:19][CH3:20])(=[O:18])[C:15]([CH3:17])=[CH2:16].[C:14]([O:19][CH2:20][CH2:21][OH:22])(=[O:18])[C:15]([CH3:17])=[CH2:16].